This data is from the Open Reaction Database (ORD), a public repository of structured organic reaction records. The task is: describe an organic reaction: reactants, conditions, products, and yield Reactants: C, FC(F)(F)c1ccc(OCCCOc2c(Cl)cc(OCc3ccccc3)cc2Cl)nc1, CCOC(C)=O, [H][H], [Pd]. Product: Oc1cc(Cl)c(OCCCOc2ccc(C(F)(F)F)cn2)c(Cl)c1. RXN SMILES: [C:34].[CH2:1]([c:2]1[cH:3][cH:4][cH:5][cH:6][cH:7]1)[O:8][c:9]1[cH:10][c:11]([Cl:31])[c:12]([O:16][CH2:17][CH2:18][CH2:19][O:20][c:21]2[n:22][cH:23][c:24]([C:27]([F:28])([F:29])[F:30])[cH:25][cH:26]2)[c:13]([Cl:15])[cH:14]1.[CH3:36][CH2:37][O:38][C:39](=[O:40])[CH3:41].[H:32][H:33].[Pd:35]>>[OH:8][c:9]1[cH:10][c:11]([Cl:31])[c:12]([O:16][CH2:17][CH2:18][CH2:19][O:20][c:21]2[n:22][cH:23][c:24]([C:27]([F:28])([F:29])[F:30])[cH:25][cH:26]2)[c:13]([Cl:15])[cH:14]1. The reactants are COc1cc(N)ccc1-c1nc2c[nH][nH]c(=O)c-2n1, Cl, O=N[O-], [Na+], O. Yields the product COc1cc(Cl)ccc1-c1nc2c[nH][nH]c(=O)c-2n1. RXN SMILES: [CH3:1][O:2][c:3]1[c:4](-[c:10]2[n:11][c:12]3[c:17](=[O:18])[nH:16][nH:15][cH:14][c:13]-3[n:19]2)[cH:5][cH:6][c:7]([NH2:9])[cH:8]1.[ClH:24].[N:20]([O-:21])=[O:22].[Na+:23].[OH2:25]>>[CH3:1][O:2][c:3]1[c:4](-[c:10]2[n:11][c:12]3[c:17](=[O:18])[nH:16][nH:15][cH:14][c:13]-3[n:19]2)[cH:5][cH:6][c:7]([Cl:24])[cH:8]1. Starting materials: ClCCl, CC1COC(CN)O1, CC(Oc1cc(Oc2ccc(Cl)cc2Cl)ccc1[N+](=O)[O-])C(=O)Cl. The product is CC1COC(CNC(=O)C(C)Oc2cc(Oc3ccc(Cl)cc3Cl)ccc2[N+](=O)[O-])O1. Reaction SMILES: [CH2:33]([Cl:34])[Cl:35].[CH3:1][CH:2]1[O:3][CH:4]([CH2:7][NH2:8])[O:5][CH2:6]1.[N+:9](=[O:10])([O-:11])[c:12]1[c:13]([O:14][CH:15]([C:16](=[O:17])[Cl:18])[CH3:19])[cH:20][c:21]([O:24][c:25]2[c:26]([Cl:32])[cH:27][c:28]([Cl:31])[cH:29][cH:30]2)[cH:22][cH:23]1>>[CH3:1][CH:2]1[O:3][CH:4]([CH2:7][NH:8][C:16]([CH:15]([O:14][c:13]2[c:12]([N+:9](=[O:10])[O-:11])[cH:23][cH:22][c:21]([O:24][c:25]3[c:26]([Cl:32])[cH:27][c:28]([Cl:31])[cH:29][cH:30]3)[cH:20]2)[CH3:19])=[O:17])[O:5][CH2:6]1. Reactants: N(=O)[O-].[Na+] (sodium nitrite), NC=1C=CC(=NC1)OC (5-amino-2-methoxypyridine), O.O.[Sn](Cl)Cl (Tin(II) chloride dihydrate), resultant mixture. The solvent is O (water), Cl (hydrochloric acid), Cl (hydrochloric acid). Conditions: time 2 hour. Product: Cl.N(N)C=1C=CC(=NC1)OC (5-Hydrazino-2-methoxypyridine hydrochloride). Isolated yield 57.1%. As a reaction SMILES: [N:1]([O-])=O.[Na+].[NH2:5][C:6]1[CH:7]=[CH:8][C:9]([O:12][CH3:13])=[N:10][CH:11]=1.O.O.[Sn](Cl)[Cl:17]>O.Cl>[ClH:17].[NH:5]([C:6]1[CH:7]=[CH:8][C:9]([O:12][CH3:13])=[N:10][CH:11]=1)[NH2:1] |f:0.1,3.4.5,8.9|. Procedure details: A solution of sodium nitrite (3.795 g) in water (20 mL) was added dropwise to 5-amino-2-methoxypyridine (6.21 g) in concentrated hydrochloric acid (50 mL) over a period of 60 minutes with ice cooling, and the resultant mixture was stirred at a constant temperature for 30 minutes. Tin(II) chloride dihydrate (39.5 g) in concentrated hydrochloric acid (30 mL) was added dropwise to the reaction mixture at an internal temperature of about 10° C. for 30 minutes, followed by stirring for 2 hours at roo... Reactants: OCCn1cnc(-c2cccnc2)n1, O=S(Cl)Cl. Yields the product ClCCn1cnc(-c2cccnc2)n1. As a reaction SMILES: [OH:1][CH2:2][CH2:3][n:4]1[n:5][c:6](-[c:9]2[cH:10][n:11][cH:12][cH:13][cH:14]2)[n:7][cH:8]1.[S:15]([Cl:16])([Cl:17])=[O:18]>>[CH2:2]([CH2:3][n:4]1[n:5][c:6](-[c:9]2[cH:10][n:11][cH:12][cH:13][cH:14]2)[n:7][cH:8]1)[Cl:17]. Reported procedure: t-BuOK (4.57 g, 40.7 mmol) was added in small portions to a solution of triethyl phosphonoacetate (8.10 mL, 40.7 mmol) and 4-(allyloxy)benzaldehyde (Intermediate D, 6.00 g, 37.0 mmol) in THF (100 mL) cooled at 0° C., leading to the formation of a viscous mixture. After 30 min, water (20 mL) was added and the solvent was removed by rotatory evaporation. The crude residue was dissolved in EtOAc (100 mL) and washed with water (2×100 mL); the organic layer was dried over anhydrous Na2SO4 and filtere... The product is C(C=C)OC1=CC=C(C=C1)/C=C/C(=O)OCC ((E)-ethyl 3-(4-(allyloxy)phenyl)acrylate). Run at temperature 0 celsius, time 30 minute. Reaction SMILES: CC([O-:5])(C)C.[K+].[CH2:7]([O:10][C:11]1[CH:18]=[CH:17][C:14]([CH:15]=O)=[CH:13][CH:12]=1)[CH:8]=[CH2:9].O.[CH2:20]1[CH2:24][O:23][CH2:22][CH2:21]1>>[CH2:7]([O:10][C:11]1[CH:18]=[CH:17][C:14](/[CH:15]=[CH:21]/[C:22]([O:23][CH2:24][CH3:20])=[O:5])=[CH:13][CH:12]=1)[CH:8]=[CH2:9] |f:0.1|. The yield is 90.0%. Starting materials: CC(C)(C)[O-].[K+] (t-BuOK), triethyl phosphonoacetate, C(C=C)OC1=CC=C(C=O)C=C1 (4-(allyloxy)benzaldehyde), C(C=C)OC1=CC=C(C=O)C=C1 (4-(allyloxy)benzaldehyde), C1CCOC1 (THF), O (water). Reactants: C(C)OC(C(CC)N1C(C=2C(C1=O)=CC=CC2)=O)OCC (phthalimidobutyraldehyde diethyl acetal), N(N)C1=CC=C(C=C1)S(=O)(=O)NC1=CC=CC=C1 (4-hydrazino-N-phenyl-benzenesulphonamide), C(=O)([O-])[O-].[Na+].[Na+] (Na2CO3). The solvent is C(C)(=O)O (acetic acid). Conditions: time 30 minute. Product: O=C1N(C(C2=CC=CC=C12)=O)CCCC=NNC1=CC=C(C=C1)S(=O)(=O)NC1=CC=CC=C1 (4[2-[4-(1,3-Dihydro-1,3-dioxo-2H-isoindol-2-yl)butylidene]hydrazino]-N-phenyl benzenesulphonamide). Reaction SMILES: C(OC(OCC)[CH:5]([N:8]1[C:12](=[O:13])[C:11]2=[CH:14][CH:15]=[CH:16][CH:17]=[C:10]2[C:9]1=[O:18])[CH2:6][CH3:7])C.[NH:22]([C:24]1[CH:29]=[CH:28][C:27]([S:30]([NH:33][C:34]2[CH:39]=[CH:38][CH:37]=[CH:36][CH:35]=2)(=[O:32])=[O:31])=[CH:26][CH:25]=1)[NH2:23].[C:40]([O-])([O-])=O.[Na+].[Na+]>C(O)(=O)C>[O:13]=[C:12]1[C:11]2[C:10](=[CH:17][CH:16]=[CH:15][CH:14]=2)[C:9](=[O:18])[N:8]1[CH2:5][CH2:6][CH2:7][CH:40]=[N:23][NH:22][C:24]1[CH:29]=[CH:28][C:27]([S:30]([NH:33][C:34]2[CH:39]=[CH:38][CH:37]=[CH:36][CH:35]=2)(=[O:31])=[O:32])=[CH:26][CH:25]=1 |f:2.3.4|. Procedure: Finely-divided phthalimidobutyraldehyde diethyl acetal (0.5 g) was added to a stirred solution of 4-hydrazino-N-phenyl-benzenesulphonamide (0.5 g) in 25% aqueous acetic acid (50 ml). After 30 min, the solution was basified (Na2CO3) and extracted with ethyl acetate (2×50 ml). The combined organic extracts were dried (MgSO4) and evaporated in vacuo to give an oil which was purified by flash chromatography eluted with ether to give the title compound as a solid (0.3 g) m.p. 126°-129°. Reactants: C(OC(C)Cl)(OC1=CC=CC=C1)=O (1-chloroethyl phenyl carbonate), [F-].[K+] (KF), C1COCCOCCOCCOCCOCCO1 (18-crown-6 ether). Run at temperature 75 celsius, time 90 minute. Yields the product FC(=O)OC1=CC=CC=C1 (phenyl fluoroformate). The yield is 70.0%. As a reaction SMILES: [C:1](=O)([O:6][C:7]1[CH:12]=[CH:11][CH:10]=[CH:9][CH:8]=1)[O:2]C(Cl)C.[F-:14].[K+].C1OCCOCCOCCOCCOCCOC1>>[F:14][C:1]([O:6][C:7]1[CH:12]=[CH:11][CH:10]=[CH:9][CH:8]=1)=[O:2] |f:1.2|. Procedure details: A mixture of 11.6 g (0.058 mole) of freshly distilled 1-chloroethyl phenyl carbonate, 4.60 g (0.079 mole) of anhydrous KF (Aldrich), 0.80 g (0.003 mole) of 18-crown-6 ether (Aldrich) is prepared. The mixture is stirred and heated by means of an oil bath at 75° C. at a pressure of about 2.7 kPa. The reaction is allowed to proceed for 90 minutes during which the phenyl fluoroformate which is formed continuously evaporates and is removed by fractional distillation. Starting materials: N[C@H]1CC2=C(C=CC=C2CC1)N1CCN(CC1)C ((R)-2-amino-8-(4-methylpiperazin-1-yl)-1,2,3,4-tetrahydronaphthalene), N1(C=CC=C1)C1=C(C(=O)O)C=CC=C1 (1H-pyrrol-1-ylbenzoic acid), C(=O)(N1C=NC=C1)N1C=NC=C1 (1,1'-carbonyldiimidazole), C(=O)=O (carbon dioxide). The solvent is CN(C=O)C (N,N-dimethylformamide), CN(C=O)C (N,N-dimethylformamide). Reaction conditions: temperature 75 celsius, time 17 hour. The product is CN1CCN(CC1)C=1C=CC=C2CC[C@H](CC12)NC(C1=CC=C(C=C1)N1C=CC=C1)=O ((R)-N-[8-(4-Methylpiperazin-1-yl)-1,2,3,4-tetrahydro-2-naphthyl]-4-(1H-pyrrol-1-yl)benzamide). Isolated yield 62.0%. As a reaction SMILES: [N:1]1([C:6]2[CH:14]=[CH:13][CH:12]=[CH:11][C:7]=2C(O)=O)[CH:5]=[CH:4][CH:3]=[CH:2]1.C(N1C=CN=C1)(N1C=CN=C1)=O.[C:27](=[O:29])=O.[NH2:30][C@@H:31]1[CH2:40][CH2:39][C:38]2[C:33](=[C:34]([N:41]3[CH2:46][CH2:45][N:44]([CH3:47])[CH2:43][CH2:42]3)[CH:35]=[CH:36][CH:37]=2)[CH2:32]1>CN(C)C=O>[CH3:47][N:44]1[CH2:45][CH2:46][N:41]([C:34]2[CH:35]=[CH:36][CH:37]=[C:38]3[C:33]=2[CH2:32][C@H:31]([NH:30][C:27](=[O:29])[C:12]2[CH:11]=[CH:7][C:6]([N:1]4[CH:2]=[CH:3][CH:4]=[CH:5]4)=[CH:14][CH:13]=2)[CH2:40][CH2:39]3)[CH2:42][CH2:43]1. Procedure: To a solution of 4-(1H-pyrrol-1-ylbenzoic acid (96 mg, 0.51 mmol) in anhydrous N,N-dimethylformamide (25 mL) was added 1,1'-carbonyldiimidazole (87 mg, 0.54 mmol) and the reaction was heated at 75° C. When the carbon dioxide evolution had ceased (after 30 min), the reaction was cooled to room temperature and a solution of (R)-2-amino-8-(4-methylpiperazin-1-yl)-1,2,3,4-tetrahydronaphthalene (120 mg, 0.49 mmol) in anhydrous N,N-dimethylformamide (5 mL) was added. The reaction was allowed to stir a...